The task is: describe an organic reaction: reactants, conditions, products, and yield. This data is from the Open Reaction Database (ORD), a public repository of structured organic reaction records. Starting materials: NC1=CC=C(C=C1)NC=1C(=CC=CC1)N (N-(4-aminophenyl)benzene-1,2-diamine), C(C(=O)C)(=O)OCC (ethyl pyruvate). The product is NC1=CC=C(C=C1)N1C(C(=NC2=CC=CC=C12)C)=O (1-(4-Aminophenyl)-1,2-dihydro-3-methylquinoxalin-2-one). As a reaction SMILES: [NH2:1][C:2]1[CH:7]=[CH:6][C:5]([NH:8][C:9]2[C:10]([NH2:15])=[CH:11][CH:12]=[CH:13][CH:14]=2)=[CH:4][CH:3]=1.[C:16](OCC)(=[O:20])[C:17]([CH3:19])=O>>[NH2:1][C:2]1[CH:3]=[CH:4][C:5]([N:8]2[C:9]3[C:10](=[CH:11][CH:12]=[CH:13][CH:14]=3)[N:15]=[C:17]([CH3:19])[C:16]2=[O:20])=[CH:6][CH:7]=1. Procedure: Preparation as in Example 1 but using N-(4-aminophenyl)benzene-1,2-diamine and ethyl pyruvate gave the title compound mp 269°-271° C. The reactants are ClC1=NC(=NC=C1)SC (4-chloro-2-(methylthio)pyrimidine), C(C)(=O)O (acetic acid), C(C1=CC=CC=C1)O (Benzyl alcohol), [H-].[Na+] (sodium hydride). Solvent: O1CCOCC1 (dioxane), O (water), O1CCOCC1 (dioxane). Conditions: temperature 100 celsius, time 30 minute. The product is CSC1=NC=CC(=N1)OCC1=CC=CC=C1 (2-(methylthio)-4-[(phenylmethyl)oxy]pyrimidine). Reaction SMILES: [CH2:1]([OH:8])[C:2]1[CH:7]=[CH:6][CH:5]=[CH:4][CH:3]=1.[H-].[Na+].Cl[C:12]1[CH:17]=[CH:16][N:15]=[C:14]([S:18][CH3:19])[N:13]=1.C(O)(=O)C>O1CCOCC1.O>[CH3:19][S:18][C:14]1[N:15]=[C:16]([O:8][CH2:1][C:2]2[CH:7]=[CH:6][CH:5]=[CH:4][CH:3]=2)[CH:17]=[CH:12][N:13]=1 |f:1.2|. Procedure: Benzyl alcohol (1.3 mL) was added dropwise to a suspension of sodium hydride (60% in mineral oil, 0.74 g) in 12.4 mL of dry dioxane, and the mixture was stirred at 100° C. for 30 min. A solution of 4-chloro-2-(methylthio)pyrimidine (2.0 g) in dry dioxane (8.2 mL) was added dropwise at 50° C. and the mixture was stirred at this temperature for 5 hours. After cooling at room temperature the mixture was acidified with glacial acetic acid, treated with water and extracted with dichloromethane. The o... Reactants: NC(=N)N (guanidine), Cl.NC(=N)N (guanidine hydrochloride), C[O-].[Na+] (sodium methoxide), N(C1=CC=CC=C1)C=C(C#N)CC1=CN(C2=CC=CC=C12)C (3-anilino-2-(1-methyl-3-indolylmethyl)acrylonitrile). Run in C(C)O (ethanol), COCCO (2-methoxyethanol). The product is NC1=NC=C(C(=N1)N)CC1=CN(C2=CC=CC=C12)C (2,4-Diamino-5-(1-methyl-3-indolylmethyl)pyrimidine). The yield is 41.0%. As a reaction SMILES: [NH2:1][C:2]([NH2:4])=[NH:3].Cl.NC(N)=N.C[O-].[Na+].[NH:13]([CH:20]=[C:21]([CH2:24][C:25]1[C:33]2[C:28](=[CH:29][CH:30]=[CH:31][CH:32]=2)[N:27]([CH3:34])[CH:26]=1)[C:22]#N)C1C=CC=CC=1>C(O)C.COCCO>[NH2:3][C:2]1[N:4]=[C:20]([NH2:13])[C:21]([CH2:24][C:25]2[C:33]3[C:28](=[CH:29][CH:30]=[CH:31][CH:32]=3)[N:27]([CH3:34])[CH:26]=2)=[CH:22][N:1]=1 |f:1.2,3.4|. Procedure: To 100 mL of an ethanolic guanidine solution prepared from 2.10 g (0.022 mole) of guanidine hydrochloride and 1.20 g (0.022 mole) of sodium methoxide was added 5.00 g (0.017 mole) of 3-anilino-2-(1-methyl-3-indolylmethyl)acrylonitrile. The solution was heated under reflux for 1/2 hour and then 100 mL of 2-methoxyethanol was added. The internal temperature was allowed to gradually increase to 120° by distillation of the ethanol, after which it was heated at this temperature for 4.75 hr. The react... Reactants: ClC=1C=C(CN)C=CC1Cl (3,4-dichlorobenzylamine), ClC=1N=C(C2=C(N1)SC1=C2CCCC1)Cl (2,4-dichloro-5,6,7,8-tetrahydro-[1]-benzothieno-[2,3-d]-pyrimidine). The product is ClC=1N=C(C2=C(N1)SC1=C2CCCC1)NCC1=CC(=C(C=C1)Cl)Cl (2-chloro-5,6,7,8-tetrahydro-4-(3,4-dichlorobenzylamino)-[1]-benzothieno-[2,3-d]-pyrimidine). Reaction SMILES: [Cl:1][C:2]1[CH:3]=[C:4]([CH:7]=[CH:8][C:9]=1[Cl:10])[CH2:5][NH2:6].[Cl:11][C:12]1[N:13]=[C:14](Cl)[C:15]2[C:20]3[CH2:21][CH2:22][CH2:23][CH2:24][C:19]=3[S:18][C:16]=2[N:17]=1>>[Cl:11][C:12]1[N:13]=[C:14]([NH:6][CH2:5][C:4]2[CH:7]=[CH:8][C:9]([Cl:10])=[C:2]([Cl:1])[CH:3]=2)[C:15]2[C:20]3[CH2:21][CH2:22][CH2:23][CH2:24][C:19]=3[S:18][C:16]=2[N:17]=1. Reported procedure: Following the procedure of Example 1, the reaction of 3,4-dichlorobenzylamine with 2,4-dichloro-5,6,7,8-tetrahydro-[1]-benzothieno-[2,3-d]-pyrimidine yields 2-chloro-5,6,7,8-tetrahydro-4-(3,4-dichlorobenzylamino)-[1]-benzothieno-[2,3-d]-pyrimidine. Starting materials: C(CCCCCCC\C=C/CCCCCCCC)(=O)O (Oleic acid), C1=CC(=CC=C1N)N (p-phenylenediamine). Product: C(CCCCCCC\C=C/CCCCCCCC)(=O)NC1=CC=C(N)C=C1 (p-Oleoylaminoaniline). Yield: 76.6%. As a reaction SMILES: [C:1]([OH:20])(=O)[CH2:2][CH2:3][CH2:4][CH2:5][CH2:6][CH2:7][CH2:8]/[CH:9]=[CH:10]\[CH2:11][CH2:12][CH2:13][CH2:14][CH2:15][CH2:16][CH2:17][CH3:18].[CH:21]1[C:26]([NH2:27])=[CH:25][CH:24]=[C:23]([NH2:28])[CH:22]=1>>[C:1]([NH:27][C:26]1[CH:21]=[CH:22][C:23]([NH2:28])=[CH:24][CH:25]=1)(=[O:20])[CH2:2][CH2:3][CH2:4][CH2:5][CH2:6][CH2:7][CH2:8]/[CH:9]=[CH:10]\[CH2:11][CH2:12][CH2:13][CH2:14][CH2:15][CH2:16][CH2:17][CH3:18]. Procedure: Oleic acid (2.82 g) and p-phenylenediamine (1.62 g) were reacted in the same manner as in Reference Example 11 to obtain 2.85 g of the objective compound (yield: 77%).